Dataset: the Open Reaction Database (ORD), a public repository of structured organic reaction records. Task: describe an organic reaction: reactants, conditions, products, and yield Reactants: C(C)C1=C(C=C(C(=C1)[N+](=O)[O-])OCC)F (1-ethyl-4-(ethyloxy)-2-fluoro-5-nitrobenzene), CS(=O)(=O)CCC1CCNCC1 (4-[2-(methylsulfonyl)ethyl]piperidine), C(=O)([O-])[O-].[K+].[K+] (K2CO3), CS(=O)C (DMSO). The solvent is O (H2O). Conditions: temperature 100 celsius. The product is C(C)C1=C(C=C(C(=C1)[N+](=O)[O-])OCC)N1CCC(CC1)CCS(=O)(=O)C (1-[2-ethyl-5-(ethyloxy)-4-nitrophenyl]-4-[2-(methylsulfonyl)ethyl]piperidine). Yield: 64.0%. Reaction SMILES: [CH2:1]([C:3]1[CH:8]=[C:7]([N+:9]([O-:11])=[O:10])[C:6]([O:12][CH2:13][CH3:14])=[CH:5][C:4]=1F)[CH3:2].[CH3:16][S:17]([CH2:20][CH2:21][CH:22]1[CH2:27][CH2:26][NH:25][CH2:24][CH2:23]1)(=[O:19])=[O:18].C([O-])([O-])=O.[K+].[K+].CS(C)=O>O>[CH2:1]([C:3]1[CH:8]=[C:7]([N+:9]([O-:11])=[O:10])[C:6]([O:12][CH2:13][CH3:14])=[CH:5][C:4]=1[N:25]1[CH2:26][CH2:27][CH:22]([CH2:21][CH2:20][S:17]([CH3:16])(=[O:19])=[O:18])[CH2:23][CH2:24]1)[CH3:2] |f:2.3.4|. Procedure: To 1-ethyl-4-(ethyloxy)-2-fluoro-5-nitrobenzene (0.19 g, 0.89 mmol), 4-[2-(methylsulfonyl)ethyl]piperidine (Example 101, Step D) (0.20 g, 1.1 mmol), and K2CO3 (0.43 g, 3.1 mmol) was added DMSO (12 mL). The reaction was heated to 100° C. for two days. Reaction was determined to be complete by TLC. The reaction mixture was diluted with H2O and extracted with DCM and EtOAc sequentially for two iterations. The organic was dried (MgSO4), filtered, and rotovapped down. Purification by flash chromatogr... The reactants are COC1=CC=C(CN(C2=NC=C(C=N2)C=2C3=C(N=C(N2)N2CCOCC2)N(CC3)C3=C(C=C(C(=O)O)C=C3)F)CC3=CC=C(C=C3)OC)C=C1 (4-(4-{2-[bis-(4-methoxy-benzyl)-amino]-pyrimidin-5-yl}-2-morpholin-4-yl-5,6-dihydro-pyrrolo[2,3-d]pyrimidin-7-yl)-3-fluoro-benzoic acid), CN1CCNCC1 (N-methylpiperazine). Yields the product COC1=CC=C(CN(C2=NC=C(C=N2)C=2C3=C(N=C(N2)N2CCOCC2)N(CC3)C3=CC=C(C=C3)C(=O)N3CCN(CC3)C)CC3=CC=C(C=C3)OC)C=C1 ({4-[4-{2-[bis-(4-methoxy-benzyl)-amino]-pyrimidin-5-yl}-2-morpholin-4-yl-5,6-dihydro-pyrrolo[2,3-d]pyrimidin-7-yl]-phenyl}-(4-methyl-piperazin-1-yl)-methanone), solid. Reaction SMILES: [CH3:1][O:2][C:3]1[CH:50]=[CH:49][C:6]([CH2:7][N:8]([CH2:40][C:41]2[CH:46]=[CH:45][C:44]([O:47][CH3:48])=[CH:43][CH:42]=2)[C:9]2[N:14]=[CH:13][C:12]([C:15]3[C:16]4[CH2:29][CH2:28][N:27]([C:30]5[CH:38]=[CH:37][C:33]([C:34]([OH:36])=O)=[CH:32][C:31]=5F)[C:17]=4[N:18]=[C:19]([N:21]4[CH2:26][CH2:25][O:24][CH2:23][CH2:22]4)[N:20]=3)=[CH:11][N:10]=2)=[CH:5][CH:4]=1.[CH3:51][N:52]1[CH2:57][CH2:56][NH:55][CH2:54][CH2:53]1>>[CH3:48][O:47][C:44]1[CH:43]=[CH:42][C:41]([CH2:40][N:8]([CH2:7][C:6]2[CH:49]=[CH:50][C:3]([O:2][CH3:1])=[CH:4][CH:5]=2)[C:9]2[N:14]=[CH:13][C:12]([C:15]3[C:16]4[CH2:29][CH2:28][N:27]([C:30]5[CH:31]=[CH:32][C:33]([C:34]([N:55]6[CH2:56][CH2:57][N:52]([CH3:51])[CH2:53][CH2:54]6)=[O:36])=[CH:37][CH:38]=5)[C:17]=4[N:18]=[C:19]([N:21]4[CH2:22][CH2:23][O:24][CH2:25][CH2:26]4)[N:20]=3)=[CH:11][N:10]=2)=[CH:46][CH:45]=1. Reported procedure: Using 4-(4-{2-[bis-(4-methoxy-benzyl)-amino]-pyrimidin-5-yl}-2-morpholin-4-yl-5,6-dihydro-pyrrolo[2,3-d]pyrimidin-7-yl)-3-fluoro-benzoic acid (65.6 mg, 0.0968 mmol) obtained in Step A in Example 1-D-21 and N-methylpiperazine (20.9 μl, 0.194 mmol) instead of 1-pyridin-3-yl-piperazine, amidation was carried out in the same manner as Step B in Example 1-D-21, a crude product of {4-[4-{2-[bis-(4-methoxy-benzyl)-amino]-pyrimidin-5-yl}-2-morpholin-4-yl-5,6-dihydro-pyrrolo[2,3-d]pyrimidin-7-yl]-phenyl}... Starting materials: [Al+3], ClCCl, CC(=O)Cl, c1ccc2c(c1)C1CC3(CN(CC4CCCC4)CC23)c2ccccc21, [Cl-], [Cl-], [Cl-], Cl. The product is CC(=O)c1ccc2c(c1)C13CC2c2ccccc2C1CN(CC1CCCC1)C3. As a reaction SMILES: [Al+3:2].[CH2:35]([Cl:36])[Cl:37].[CH3:5][C:6]([Cl:7])=[O:8].[CH:9]1([CH2:14][N:15]2[CH2:16][CH:17]3[C:18]4([CH2:19]2)[c:20]2[c:21]([cH:30][cH:31][cH:32][cH:33]2)[CH:22]([c:23]2[c:24]3[cH:25][cH:26][cH:27][cH:28]2)[CH2:29]4)[CH2:10][CH2:11][CH2:12][CH2:13]1.[Cl-:1].[Cl-:3].[Cl-:4].[ClH:34]>>[CH3:5][C:6](=[O:8])[c:32]1[cH:31][cH:30][c:21]2[c:20]([cH:33]1)[C:18]13[CH:17]([CH2:16][N:15]([CH2:14][CH:9]4[CH2:10][CH2:11][CH2:12][CH2:13]4)[CH2:19]1)[c:24]1[c:23]([cH:28][cH:27][cH:26][cH:25]1)[CH:22]2[CH2:29]3. The reactants are N1=CC=C(C=C1)C=CC=1C(=CC(=C(C1)C1=CC=NN1C1=C(C=CC=C1)Cl)OC)OC (5-{5-[2-(pyridin-4-yl)vinyl]2,4-dimethoxyphenyl}-1-(2-chlorophenyl)-1H-pyrazole). The reagents and catalysts are [Pt] (Pt/C). The solvent is CCOCC (ether). Yields the product N1=CC=C(C=C1)CCC=1C(=CC(=C(C1)C1=CC=NN1C1=C(C=CC=C1)Cl)OC)OC (5-{5-[2-(pyridin-4-yl)ethyl]2,4-dimethoxyphenyl}-1-(2-chlorophenyl)-1H-pyrazole). Reaction SMILES: [N:1]1[CH:6]=[CH:5][C:4]([CH:7]=[CH:8][C:9]2[C:10]([O:29][CH3:30])=[CH:11][C:12]([O:27][CH3:28])=[C:13]([C:15]3[N:19]([C:20]4[CH:25]=[CH:24][CH:23]=[CH:22][C:21]=4[Cl:26])[N:18]=[CH:17][CH:16]=3)[CH:14]=2)=[CH:3][CH:2]=1>[Pt].CCOCC>[N:1]1[CH:2]=[CH:3][C:4]([CH2:7][CH2:8][C:9]2[C:10]([O:29][CH3:30])=[CH:11][C:12]([O:27][CH3:28])=[C:13]([C:15]3[N:19]([C:20]4[CH:25]=[CH:24][CH:23]=[CH:22][C:21]=4[Cl:26])[N:18]=[CH:17][CH:16]=3)[CH:14]=2)=[CH:5][CH:6]=1. Procedure details: 11.C.2 Hydrogenation of “E7” using 5% Pt/C as catalyst gives the compound 5-{5-[2-(pyridin-4-yl)ethyl]2,4-dimethoxyphenyl}-1-(2-chlorophenyl)-1H-pyrazole and ether cleavage thereof gives the compound 5-{5-[2-(pyridin-4-yl)ethyl]2,4-dihydroxyphenyl}-1-(2-chlorophenyl)-1H-pyrazole, retention time [min] 1.397, M+H+[m/e] 392.86. The reactants are Cc1cc(Br)cc(C)c1N, CC#N, O=C(Cl)CC1CCCC1. Product: Cc1cc(Br)cc(C)c1NC(=O)CC1CCCC1. RXN SMILES: [Br:1][c:2]1[cH:3][c:4]([CH3:10])[c:5]([NH2:6])[c:7]([CH3:9])[cH:8]1.[CH3:20][C:21]#[N:22].[CH:11]1([CH2:16][C:17](=[O:18])[Cl:19])[CH2:12][CH2:13][CH2:14][CH2:15]1>>[Br:1][c:2]1[cH:3][c:4]([CH3:10])[c:5]([NH:6][C:17]([CH2:16][CH:11]2[CH2:12][CH2:13][CH2:14][CH2:15]2)=[O:18])[c:7]([CH3:9])[cH:8]1.